Dataset: the Open Reaction Database (ORD), a public repository of structured organic reaction records. Task: describe an organic reaction: reactants, conditions, products, and yield Starting materials: COC=1C=CC2=C(N(C(=N2)[C@H]2CN(CCC2)C(C[C@@H](CC2=CC3=CC=CC=C3C=C2)NC(OC(C)(C)C)=O)=O)CCCOC)C1 (tert-butyl (R)-4-((R)-3-(6-methoxy-1-(3-methoxypropyl)-1H-benzo[d]imidazol-2-yl)piperidin-1-yl)-1-(naphthalen-2-yl)-4-oxobutan-2-ylcarbamate), TEA. The solvent is C(Cl)Cl (DCM). Run at time 1 hour. The product is N[C@@H](CC(=O)N1C[C@@H](CCC1)C1=NC2=C(N1CCCOC)C=C(C=C2)OC)CC2=CC1=CC=CC=C1C=C2 ((R)-3-amino-1((R)-3-(6-methoxy-1-(3-methoxypropyl)-1H-benzo[d]imidazol-2-yl)piperidin-1-yl)-4-(naphthalen-2-yl)butan-1-one). Isolated yield 7.9%. Reaction SMILES: [CH3:1][O:2][C:3]1[CH:4]=[CH:5][C:6]2[N:10]=[C:9]([C@@H:11]3[CH2:16][CH2:15][CH2:14][N:13]([C:17](=[O:39])[CH2:18][C@H:19]([NH:31]C(=O)OC(C)(C)C)[CH2:20][C:21]4[CH:30]=[CH:29][C:28]5[C:23](=[CH:24][CH:25]=[CH:26][CH:27]=5)[CH:22]=4)[CH2:12]3)[N:8]([CH2:40][CH2:41][CH2:42][O:43][CH3:44])[C:7]=2[CH:45]=1>C(Cl)Cl>[NH2:31][C@H:19]([CH2:20][C:21]1[CH:30]=[CH:29][C:28]2[C:23](=[CH:24][CH:25]=[CH:26][CH:27]=2)[CH:22]=1)[CH2:18][C:17]([N:13]1[CH2:14][CH2:15][CH2:16][C@@H:11]([C:9]2[N:8]([CH2:40][CH2:41][CH2:42][O:43][CH3:44])[C:7]3[CH:45]=[C:3]([O:2][CH3:1])[CH:4]=[CH:5][C:6]=3[N:10]=2)[CH2:12]1)=[O:39]. Procedure details: tert-Butyl (R)-4-((R)-3-(6-methoxy-1-(3-methoxypropyl)-1H-benzo[d]imidazol-2-yl)piperidin-1-yl)-1-(naphthalen-2-yl)-4-oxobutan-2-ylcarbamate (42F) (0.63 mmol, 387 mg) in DCM (15 mL) was added TEA (3 mL). The reaction solution was stirred at rt for 1 hr and then concentrated in vacuo. The residue was purified by preparative LC/MS (20-50% CH3CN in H2O) to afford (R)-3-amino-1((R)-3-(6-methoxy-1-(3-methoxypropyl)-1H-benzo[d]imidazol-2-yl)piperidin-1-yl)-4-(naphthalen-2-yl)butan-1-one (110) (0.05 mm... The reactants are FC1=C(C=CC(=C1F)F)C1=CCC(CC1)CCC (1-(2,3,4-trifluorophenyl)-4-propylcyclohex-1-ene). Reagents/catalysts: [Pd] (palladium). The solvent is C1(=CC=CC=C1)C (toluene). Run at time 2 hour. Yields the product FC1=C(C=CC(=C1F)F)[C@@H]1CC[C@H](CC1)CCC (trans-1-(2,3,4-trifluorophenyl)-4-propylcyclohexane). Reaction SMILES: [F:1][C:2]1[C:7]([F:8])=[C:6]([F:9])[CH:5]=[CH:4][C:3]=1[C:10]1[CH2:15][CH2:14][CH:13]([CH2:16][CH2:17][CH3:18])[CH2:12][CH:11]=1>[Pd].C1(C)C=CC=CC=1>[F:1][C:2]1[C:7]([F:8])=[C:6]([F:9])[CH:5]=[CH:4][C:3]=1[C@H:10]1[CH2:15][CH2:14][C@H:13]([CH2:16][CH2:17][CH3:18])[CH2:12][CH2:11]1. Reported procedure: A mixture of 10 mmol of 1-(2,3,4-trifluorophenyl)-4-propylcyclohex-1-ene (prepared from 2,3,4-trifluophenyllithium and 4-propylcyclohexanone and subsequent dehydration with p-toluenesulfonic acid), 0.1 g of palladium-on-active charcoal (1%) and 15 ml of toluene is hydrogenated to saturation at room temperature. After filtration and removal of the solvent, the residue is dissolved in 15 ml of dimethyl sulfoxide, 1.2 g of potassium tert.-butanolate are added and the mixture is stirred at room temp... Reactants: CCOc1cc(C#N)ccc1C(=O)O, C[Si](C)(C)C=[N+]=[N-], CO, c1ccccc1. The product is CCOc1cc(C#N)ccc1C(=O)OC. As a reaction SMILES: [C:8](#[N:9])[c:10]1[cH:11][c:12]([O:19][CH2:20][CH3:21])[c:13]([C:14](=[O:15])[OH:16])[cH:17][cH:18]1.[CH3:1][Si:2]([CH:3]=[N+:4]=[N-:5])([CH3:6])[CH3:7].[CH3:28][OH:29].[cH:22]1[cH:23][cH:24][cH:25][cH:26][cH:27]1>>[CH3:1][O:16][C:14]([c:13]1[c:12]([O:19][CH2:20][CH3:21])[cH:11][c:10]([C:8]#[N:9])[cH:18][cH:17]1)=[O:15]. Starting materials: N=1NN=CC1 (2H-1,2,3-triazole), C([O-])([O-])=O.[Cs+].[Cs+] (cesium carbonate), CN[C@H]1[C@@H](CCCC1)NC (trans-1-N,2-N-dimethylcyclohexane-1,2-diamine), IC1=C(C(=O)O)C=C(C=C1)C(F)(F)F (2-iodo-5-(trifluoromethyl)benzoic acid). Reagents/catalysts: [Cu]I (copper (I) iodide). Solvent: CN(C)C=O (DMF). Product: N=1N(N=CC1)C1=C(C(=O)O)C=C(C=C1)C(F)(F)F (2-(2H-1,2,3-triazol-2-yl)-5-(trifluoromethyl)benzoic acid), Intermediate 37a. RXN SMILES: [N:1]1[NH:2][N:3]=[CH:4][CH:5]=1.C(=O)([O-])[O-].[Cs+].[Cs+].CN[C@@H]1CCCC[C@H]1NC.I[C:23]1[CH:31]=[CH:30][C:29]([C:32]([F:35])([F:34])[F:33])=[CH:28][C:24]=1[C:25]([OH:27])=[O:26]>CN(C=O)C.[Cu]I>[N:1]1[N:2]([C:23]2[CH:31]=[CH:30][C:29]([C:32]([F:33])([F:35])[F:34])=[CH:28][C:24]=2[C:25]([OH:27])=[O:26])[N:3]=[CH:4][CH:5]=1 |f:1.2.3|. Procedure: To a solution of 2H-1,2,3-triazole (CAS number 288-36-8; 1.0 g, 10.86 mmol) in DMF (4 ml) at 0-10° C. was added cesium carbonate (4.71 g, 14.49 mmol), copper (I) iodide (68 mg, 0.36 mmol), trans-1-N,2-N-dimethylcyclohexane-1,2-diamine (200 mg, 1.44 mmol) and 2-iodo-5-(trifluoromethyl)benzoic acid (CAS number 702641-04-1; 2.28 g, 7.24 mmol). The reaction was subjected to microwave irradiation at 120° C. for 15 minutes and was then partitioned between ethyl acetate (2×100 ml) and water (50 ml). Th... Reactants: C1CCOC1, CCOC(C)=O, CC(C)[Si](OC1CCN(N2CCC(Cc3c(Cl)cc(Oc4ccc(C(N)=O)cc4)cc3Cl)C2=O)CC1)(C(C)C)C(C)C, O=C(O)C(F)(F)F, O. Yields the product NC(=O)c1ccc(Oc2cc(Cl)c(CC3CCN(N4CCC(O)CC4)C3=O)c(Cl)c2)cc1. As a reaction SMILES: [CH2:57]1[O:58][CH2:59][CH2:60][CH2:61]1.[CH3:51][CH2:52][O:53][C:54](=[O:55])[CH3:56].[Cl:9][c:10]1[cH:11][c:12]([O:13][c:14]2[cH:15][cH:16][c:17]([C:18](=[O:19])[NH2:20])[cH:21][cH:22]2)[cH:23][c:24]([Cl:50])[c:25]1[CH2:26][CH:27]1[C:28](=[O:49])[N:29]([N:32]2[CH2:33][CH2:34][CH:35]([O:38][Si:39]([CH:40]([CH3:41])[CH3:42])([CH:43]([CH3:44])[CH3:45])[CH:46]([CH3:47])[CH3:48])[CH2:36][CH2:37]2)[CH2:30][CH2:31]1.[F:2][C:3]([F:4])([F:5])[C:6]([OH:7])=[O:8].[OH2:1]>>[Cl:9][c:10]1[cH:11][c:12]([O:13][c:14]2[cH:15][cH:16][c:17]([C:18](=[O:19])[NH2:20])[cH:21][cH:22]2)[cH:23][c:24]([Cl:50])[c:25]1[CH2:26][CH:27]1[C:28](=[O:49])[N:29]([N:32]2[CH2:33][CH2:34][CH:35]([OH:38])[CH2:36][CH2:37]2)[CH2:30][CH2:31]1. Reactants: [N+](=O)([O-])C1=C(C=C(C=C1)N=C=O)C(F)(F)F (4-nitro-3-(trifluoromethyl)phenyl isocyanate), CNCCO (2-(methylamino)ethanol). Solvent: O1CCCC1 (tetrahydrofuran). Yields the product OCCN(C(=O)NC1=CC(=C(C=C1)[N+](=O)[O-])C(F)(F)F)C (1-(2-Hydroxyethyl)-1-methyl-3-(4-nitro-3-(trifluoromethyl)phenyl)urea). The yield is 71.1%. As a reaction SMILES: [N+:1]([C:4]1[CH:9]=[CH:8][C:7]([N:10]=[C:11]=[O:12])=[CH:6][C:5]=1[C:13]([F:16])([F:15])[F:14])([O-:3])=[O:2].[CH3:17][NH:18][CH2:19][CH2:20][OH:21]>O1CCCC1>[OH:21][CH2:20][CH2:19][N:18]([CH3:17])[C:11]([NH:10][C:7]1[CH:8]=[CH:9][C:4]([N+:1]([O-:3])=[O:2])=[C:5]([C:13]([F:14])([F:15])[F:16])[CH:6]=1)=[O:12]. Procedure details: To a solution of 46.4 g (0.2 mol) of 4-nitro-3-(trifluoromethyl)phenyl isocyanate in 200 ml of tetrahydrofuran was added dropwise with stirring and external cooling 15.2 g (0.2 mol) of 2-(methylamino)ethanol. This addition was exothermic. The solution was concentrated under reduced pressure, washed with water, acidified with hydrochloric acid and extracted with ether. Crystallization of the ether extract gave 43.69 g (71% yield) of the desired product as a tan solid; m.p. 180°-181° C. Starting materials: BrC1=CC(=CC(=N1)NC1=NC=CC(=C1)C1CC1)C (6-Bromo-N-(4-cyclopropylpyridin-2-yl)-4-methylpyridin-2-amine), π-allyl palladium(II)chloride dimer, C([O-])([O-])=O.[K+].[K+] (potassium carbonate), OC(CC)(C=1SC=CN1)[C@@H]1CC[C@H](CC1)C(=O)OC (trans-methyl 4-[1-hydroxy-1-(1,3-thiazol-2-yl)propyl]cyclohexanecarboxylate), C(C(C)(C)C)(=O)O (pivalic acid), C(CCC)P(C12CC3CC(CC(C1)C3)C2)C23CC1CC(CC(C2)C1)C3 (butyl di-1-adamantylphosphine). Solvent: CC(=O)N(C)C (dimethylacetamide), C(C)OCC (diethyl ether). Run at temperature 100 celsius. The product is C1(CC1)C1=CC(=NC=C1)NC1=CC(=CC(=N1)C1=CN=C(S1)C(CC)(O)[C@@H]1CC[C@H](CC1)C(=O)OC)C (methyl trans-4-[l-(5-{6-[(4-cyclopropylpyridin-2-yl)amino]-4-methylpyridin-2-yl}-1,3-thiazol-2-yl)-1-hydroxypropyl]cyclohexanecarboxylate). As a reaction SMILES: Br[C:2]1[N:7]=[C:6]([NH:8][C:9]2[CH:14]=[C:13]([CH:15]3[CH2:17][CH2:16]3)[CH:12]=[CH:11][N:10]=2)[CH:5]=[C:4]([CH3:18])[CH:3]=1.[OH:19][C:20]([C@H:28]1[CH2:33][CH2:32][C@H:31]([C:34]([O:36][CH3:37])=[O:35])[CH2:30][CH2:29]1)([C:23]1[S:24][CH:25]=[CH:26][N:27]=1)[CH2:21][CH3:22].C(O)(=O)C(C)(C)C.C(=O)([O-])[O-].[K+].[K+].C(P(C12CC3CC(CC(C3)C1)C2)C12CC3CC(CC(C3)C1)C2)CCC>C(OCC)C.CC(N(C)C)=O>[CH:15]1([C:13]2[CH:12]=[CH:11][N:10]=[C:9]([NH:8][C:6]3[N:7]=[C:2]([C:25]4[S:24][C:23]([C:20]([C@H:28]5[CH2:33][CH2:32][C@H:31]([C:34]([O:36][CH3:37])=[O:35])[CH2:30][CH2:29]5)([OH:19])[CH2:21][CH3:22])=[N:27][CH:26]=4)[CH:3]=[C:4]([CH3:18])[CH:5]=3)[CH:14]=2)[CH2:17][CH2:16]1 |f:3.4.5|. Procedure details: 6-Bromo-N-(4-cyclopropylpyridin-2-yl)-4-methylpyridin-2-amine (263 mg, 0.865 mmol), trans-methyl 4-[1-hydroxy-1-(1,3-thiazol-2-yl)propyl]cyclohexanecarboxylate (245 mg, 0.865 mmol), pivalic acid (151 μl, 1.297 mmol), potassium carbonate (358 mg, 2.59 mmol), π-allyl palladium(II)chloride dimer (31.6 mg, 0.086 mmol) and butyl di-1-adamantylphosphine (124 mg, 0.346 mmol) were combined and the reaction flask was put under inert atmosphere (3× vacuum/argon cycle) then degassed dimethylacetamide (2 mL... Starting materials: CC(C)CCCCBr, NC(=O)c1ccc(Oc2ccc3c(c2)CCCNC3)nc1, CCOC(C)=O, [K+], [K+], O=C([O-])[O-], CN(C)C=O. Product: CC(C)CCCCN1CCCc2cc(Oc3ccc(C(N)=O)cn3)ccc2C1. As a reaction SMILES: [Br:28][CH2:29][CH2:30][CH2:31][CH2:32][CH:33]([CH3:34])[CH3:35].[CH2:1]1[NH:2][CH2:3][CH2:4][CH2:5][c:6]2[c:7]1[cH:8][cH:9][c:10]([O:12][c:13]1[n:14][cH:15][c:16]([C:17](=[O:18])[NH2:19])[cH:20][cH:21]1)[cH:11]2.[CH3:36][CH2:37][O:38][C:39](=[O:40])[CH3:41].[K+:22].[K+:23].[O-:24][C:25]([O-:26])=[O:27].[O:42]=[CH:43][N:44]([CH3:45])[CH3:46]>>[CH2:1]1[N:2]([CH2:29][CH2:30][CH2:31][CH2:32][CH:33]([CH3:34])[CH3:35])[CH2:3][CH2:4][CH2:5][c:6]2[c:7]1[cH:8][cH:9][c:10]([O:12][c:13]1[n:14][cH:15][c:16]([C:17](=[O:18])[NH2:19])[cH:20][cH:21]1)[cH:11]2.